From a dataset of the Open Reaction Database (ORD), a public repository of structured organic reaction records. describe an organic reaction: reactants, conditions, products, and yield Reactants: C1N(CCOC=2C1=C1C=CNC1=CC2)C(=O)OC(C)(C)C (tert-butyl 1,3,4,8-tetrahydro-2H-[1,4]oxazepino[6,7-e]indole-2-carboxylate), C1N(CCOC=2C1=C1C=CNC1=CC2)C(=O)OC(C)(C)C (tert-butyl 1,3,4,8-tetrahydro-2H-[1,4]oxazepino[6,7-e]indole-2-carboxylate), [H-].[Na+] (NaH), CN(C)C=O (DMF), CC1=CC=C(C=C1)S(=O)(=O)Cl (4-Methylbenzenesulfonyl chloride). Run in N (NH3), CO (MeOH), CO (MeOH), CO (MeOH). Run at time 20 minute. Product: CC1=CC=C(C=C1)S(=O)(=O)N1C=CC2=C3C(=CC=C12)OCCNC3 (8-[(4-Methylphenyl)sulfonyl]-1,3,4,8-tetrahydro-2H-[1,4]oxazepino[6,7-e]indole). The yield is 28.6%. RXN SMILES: [CH2:1]1[C:7]2=[C:8]3[C:12](=[CH:13][CH:14]=[C:6]2[O:5][CH2:4][CH2:3][N:2]1C(OC(C)(C)C)=O)[NH:11][CH:10]=[CH:9]3.[H-].[Na+].CN(C=O)C.[CH3:29][C:30]1[CH:35]=[CH:34][C:33]([S:36](Cl)(=[O:38])=[O:37])=[CH:32][CH:31]=1>N.CO>[CH3:29][C:30]1[CH:35]=[CH:34][C:33]([S:36]([N:11]2[C:12]3[C:8](=[C:7]4[CH2:1][NH:2][CH2:3][CH2:4][O:5][C:6]4=[CH:14][CH:13]=3)[CH:9]=[CH:10]2)(=[O:38])=[O:37])=[CH:32][CH:31]=1 |f:1.2|. Procedure details: tert-Butyl 1,3,4,8-tetrahydro-2H-[1,4]oxazepino[6,7-e]indole-2-carboxylate (Intermediate 18, 14 mg, 0.050 mmol), NaH (60% in mineral oil, 6.4 mg, 0.10 mmol) and dry DMF (0.2 mL) were shaken at room temperature for 10 minutes. 4-Methylbenzenesulfonyl chloride (19 mg, 0.10 mmol, in 0.15 mL of dry DMF) was added to the solution. The reaction mixture was shaken at room temperature for another 20 minutes and a mixture of MeOH/1 M HCl (3:1, 1 mL) was added. The reaction mixture was stirred overnight a... The reactants are BrC=1C=C2C(C(=CN(C2=CN1)[C@@H]1CN(CCC1)CCN(CC)CC)C(=O)OCC)=O ((S)-ethyl 6-bromo-1-(1-(2-(diethylamino)ethyl)piperidin-3-yl)-4-oxo-1,4-dihydro-1,7-naphthyridine-3-carboxylate), BrC=1C=C2C(C(=CN(C2=CN1)[C@@H]1CN(CCC1)CCN(CC)CC)C(=O)OCC)=O ((S)-ethyl 6-bromo-1-(1-(2-(diethylamino)ethyl)piperidin-3-yl)-4-oxo-1,4-dihydro-1,7-naphthyridine-3-carboxylate), C(C)NC(NC1=CC(=C(C=N1)B(O)O)C=1SC=C(N1)C(F)(F)F)=O (6-(3-ethylureido)-4-(4-(trifluoromethyl)thiazole-2-yl)pyridine-3-ylboronic acid), C([O-])([O-])=O.[Cs+].[Cs+] (cesium carbonate), [OH-].[Li+] (Lithium hydroxide), Cl (HCl). Reagents/catalysts: C1(=CC=CC=C1)P(C1=CC=CC=C1)(C1=CC=CC=C1)[Pd-4](P(C1=CC=CC=C1)(C1=CC=CC=C1)C1=CC=CC=C1)(P(C1=CC=CC=C1)(C1=CC=CC=C1)C1=CC=CC=C1)P(C1=CC=CC=C1)(C1=CC=CC=C1)C1=CC=CC=C1 (tetrakis(triphenylphosphino)palladium(0)). The solvent is O (water), O1CCOCC1 (1,4-dioxane), O (water). Conditions: temperature 100 celsius, time 2 hour. Product: C(C)N(CCN1C[C@H](CCC1)N1C=C(C(C2=CC(=NC=C12)C=1C=NC(=CC1C=1SC=C(N1)C(F)(F)F)NC(=O)NCC)=O)C(=O)O)CC ((5)-1-(1-(2-(diethylamino)ethyl)piperidin-3-yl)-6-(6-(3-ethylureido)-4-(4-(trifluoromethyl)thiazol-2-yl)pyridin-3-yl)-4-oxo-1,4-dihydro-1,7-naphthyridine-3-carboxylic acid). The yield is 30.0%. As a reaction SMILES: Br[C:2]1[CH:3]=[C:4]2[C:9](=[CH:10][N:11]=1)[N:8]([C@H:12]1[CH2:17][CH2:16][CH2:15][N:14]([CH2:18][CH2:19][N:20]([CH2:23][CH3:24])[CH2:21][CH3:22])[CH2:13]1)[CH:7]=[C:6]([C:25]([O:27]CC)=[O:26])[C:5]2=[O:30].[CH2:31]([NH:33][C:34](=[O:54])[NH:35][C:36]1[N:41]=[CH:40][C:39](B(O)O)=[C:38]([C:45]2[S:46][CH:47]=[C:48]([C:50]([F:53])([F:52])[F:51])[N:49]=2)[CH:37]=1)[CH3:32].C(=O)([O-])[O-].[Cs+].[Cs+].[OH-].[Li+].Cl>O1CCOCC1.O.C1(P([Pd-4](P(C2C=CC=CC=2)(C2C=CC=CC=2)C2C=CC=CC=2)(P(C2C=CC=CC=2)(C2C=CC=CC=2)C2C=CC=CC=2)P(C2C=CC=CC=2)(C2C=CC=CC=2)C2C=CC=CC=2)(C2C=CC=CC=2)C2C=CC=CC=2)C=CC=CC=1>[CH2:21]([N:20]([CH2:23][CH3:24])[CH2:19][CH2:18][N:14]1[CH2:15][CH2:16][CH2:17][C@H:12]([N:8]2[C:9]3[C:4](=[CH:3][C:2]([C:39]4[CH:40]=[N:41][C:36]([NH:35][C:34]([NH:33][CH2:31][CH3:32])=[O:54])=[CH:37][C:38]=4[C:45]4[S:46][CH:47]=[C:48]([C:50]([F:53])([F:51])[F:52])[N:49]=4)=[N:11][CH:10]=3)[C:5](=[O:30])[C:6]([C:25]([OH:27])=[O:26])=[CH:7]2)[CH2:13]1)[CH3:22] |f:2.3.4,5.6|. Procedure details: To a solution of (S)-ethyl 6-bromo-1-(1-(2-(diethylamino)ethyl)piperidin-3-yl)-4-oxo-1,4-dihydro-1,7-naphthyridine-3-carboxylate (Intermediate 63, 461 mg, 0.96 mmol, 1 equiv.) and 6-(3-ethylureido)-4-(4-(trifluoromethyl)thiazole-2-yl)pyridine-3-ylboronic acid (WO2009106885, 519 mg, 1.44 mmol, 1.5 equiv.) in 1,4-dioxane (4 mL) was added tetrakis(triphenylphosphino)palladium(0) (111 mg, 0.1 mmol, 0.1 equiv.) followed by a solution of cesium carbonate (627 mg, 1.92 mmol, 2.0 equiv.) in water (1.3 m... Starting materials: ClC1=NC(=NC(=C1)Cl)S(=O)(=O)C (4, 6-Dichloro-2-(methysulfonyl)pyrimidine), C(C1=CC=CC=C1)O (benzyl alcohol), CN(C=O)C (dimethylformamide), [H-].[Na+] (sodium hydride). Run in CCCCCC (hexane). Product: ClC1=NC(=NC(=C1)Cl)OCC1=CC=CC=C1 (4,6-dichloro-2-(phenylmethoxy)pyrimidine). RXN SMILES: [Cl:1][C:2]1[CH:7]=[C:6]([Cl:8])[N:5]=[C:4](S(C)(=O)=O)[N:3]=1.[CH2:13]([OH:20])[C:14]1[CH:19]=[CH:18][CH:17]=[CH:16][CH:15]=1.CN(C)C=O.[H-].[Na+]>CCCCCC>[Cl:1][C:2]1[CH:7]=[C:6]([Cl:8])[N:5]=[C:4]([O:20][CH2:13][C:14]2[CH:19]=[CH:18][CH:17]=[CH:16][CH:15]=2)[N:3]=1 |f:3.4|. Procedure: 4, 6-Dichloro-2-(methysulfonyl)pyrimidine (Compound III-5) (21.3 g, 93.8 mmol) and benzyl alcohol (Compound II-64) (10.1 g, 93.8×1.0 mmol) were introduced into a 500 ml eggplant type flask, to which dimethylformamide (150 ml) was added to form a solution. While stirring in ice bath, 60% sodium hydride (3.94 g, 93.8×1.05 mmol) which had been washed with hexane was added. After bubbling was ceased, ice bath was removed and the reaction solution was stirred for 2 hours at room temperature. The reac... Starting materials: BrC1=CN=C2C(=N1)N(C(CN2)=O)[C@@H]2CC[C@H](CC2)OC (7-Bromo-1-(trans-4-methoxycyclohexyl)-3,4-dihydropyrazino[2,3-b]pyrazin-2(1H)-one), C([O-])(O)=O.[Na+] (sodium bicarbonate), BrC=1N=C(C(=NC1)NCC(=O)OCC)N[C@@H]1CC[C@H](CC1)OC (Ethyl 2-(5-bromo-3-(trans-4-methoxycyclohexylamino)pyrazin-2-ylamino)acetate), C(=O)(C(F)(F)F)O (TFA). Solvent: O (water), CO (Methanol), CO (methanol). Reaction conditions: temperature 90 celsius. Yields the product OC(C)(C)C1=CC=C(C=N1)C1=CN=C2C(=N1)N(C(CN2)=O)[C@@H]2CC[C@H](CC2)OC (7-(6-(2-Hydroxypropan-2-yl)pyridin-3-yl)-1-((trans)-4-methoxycyclohexyl)-3,4-dihydropyrazino[2,3-b]pyrazin-2(1H)-one). The yield is 55.0%. As a reaction SMILES: Br[C:2]1[N:7]=[C:6]2[N:8]([C@H:13]3[CH2:18][CH2:17][C@H:16]([O:19][CH3:20])[CH2:15][CH2:14]3)[C:9](=[O:12])[CH2:10][NH:11][C:5]2=[N:4][CH:3]=1.BrC1N=C([NH:35][C@H:36]2[CH2:41][CH2:40][C@H:39](OC)[CH2:38]C2)C(NCC(OCC)=O)=NC=1.[C:44]([OH:50])([C:46](F)(F)F)=O.[C:51](=O)(O)[O-].[Na+]>O.CO>[OH:50][C:44]([C:36]1[N:35]=[CH:38][C:39]([C:2]2[N:7]=[C:6]3[N:8]([C@H:13]4[CH2:18][CH2:17][C@H:16]([O:19][CH3:20])[CH2:15][CH2:14]4)[C:9](=[O:12])[CH2:10][NH:11][C:5]3=[N:4][CH:3]=2)=[CH:40][CH:41]=1)([CH3:46])[CH3:51] |f:3.4|. Procedure details: 7-Bromo-1-(trans-4-methoxycyclohexyl)-3,4-dihydropyrazino[2,3-b]pyrazin-2(1H)-one. The following reaction was split into 3 separate sealed tubes and worked up separately. The material was then combined following purification. Ethyl 2-(5-bromo-3-(trans-4-methoxycyclohexylamino)pyrazin-2-ylamino)acetate (10 g, 25.7 mmol), methanol (10.5 mL, 259 mmol) and TFA (100 mL) were combined in a sealable vessel with a stirbar. The system was purged with nitrogen and the resulting mixture was sealed, stirred... Starting materials: CC(=O)CC(=O)OCC1(C)OCCO1, CO, N. Product: CC(N)=CC(=O)OCC1(C)OCCO1. As a reaction SMILES: [C:2]([CH2:3][C:4](=[O:5])[CH3:6])(=[O:7])[O:8][CH2:9][C:10]1([CH3:11])[O:12][CH2:13][CH2:14][O:15]1.[CH3:16][OH:17].[NH3:1]>>[NH2:1][C:4](=[CH:3][C:2](=[O:7])[O:8][CH2:9][C:10]1([CH3:11])[O:12][CH2:13][CH2:14][O:15]1)[CH3:6]. Reactants: C(C1=CC=CC=C1)N(C(OC(C)(C)C)=O)C12CCC(CC1)(CC2)C(O)C2=C1C(=NC=C2Cl)N(C=C1)[Si](C(C)C)(C(C)C)C(C)C (tert-butyl benzyl(4-((5-chloro-1-(triisopropylsilyl)-1H-pyrrolo[2,3-b]pyridin-4-yl)(hydroxy)methyl)bicyclo[2.2.2]octan-1-yl)carbamate), CC(=O)OI1(C=2C=CC=CC2C(=O)O1)(OC(=O)C)OC(=O)C (Dess-Martin periodinane). Run in C(Cl)Cl (DCM), C(Cl)Cl (DCM). Run at time 3 hour. The product is C(C1=CC=CC=C1)N(C(OC(C)(C)C)=O)C12CCC(CC1)(CC2)C(=O)C=2C1=C(N=CC2Cl)N(C=C1)[Si](C(C)C)(C(C)C)C(C)C (tert-butyl benzyl(4-(5-chloro-1-(triisopropylsilyl)-1H-pyrrolo[2,3-b]pyridine-4-carbonyl)-bicyclo[2.2.2]octan-1-yl)carbamate). Isolated yield 76.9%. As a reaction SMILES: [CH2:1]([N:8]([C:16]12[CH2:23][CH2:22][C:19]([CH:24]([C:26]3[C:31]([Cl:32])=[CH:30][N:29]=[C:28]4[N:33]([Si:36]([CH:43]([CH3:45])[CH3:44])([CH:40]([CH3:42])[CH3:41])[CH:37]([CH3:39])[CH3:38])[CH:34]=[CH:35][C:27]=34)[OH:25])([CH2:20][CH2:21]1)[CH2:18][CH2:17]2)[C:9](=[O:15])[O:10][C:11]([CH3:14])([CH3:13])[CH3:12])[C:2]1[CH:7]=[CH:6][CH:5]=[CH:4][CH:3]=1.CC(OI1(OC(C)=O)(OC(C)=O)OC(=O)C2C=CC=CC1=2)=O>C(Cl)Cl>[CH2:1]([N:8]([C:16]12[CH2:23][CH2:22][C:19]([C:24]([C:26]3[C:27]4[CH:35]=[CH:34][N:33]([Si:36]([CH:43]([CH3:45])[CH3:44])([CH:37]([CH3:39])[CH3:38])[CH:40]([CH3:41])[CH3:42])[C:28]=4[N:29]=[CH:30][C:31]=3[Cl:32])=[O:25])([CH2:20][CH2:21]1)[CH2:18][CH2:17]2)[C:9](=[O:15])[O:10][C:11]([CH3:13])([CH3:14])[CH3:12])[C:2]1[CH:7]=[CH:6][CH:5]=[CH:4][CH:3]=1. Procedure details: To a solution of tert-butyl benzyl(4-((5-chloro-1-(triisopropylsilyl)-1H-pyrrolo[2,3-b]pyridin-4-yl)(hydroxy)methyl)bicyclo[2.2.2]octan-1-yl)carbamate (1.26 g, 1.93 mmol) in DCM (10 mL) was added Dess-Martin periodinane (1.64 g, 3.86 mmol). The reaction was stirred at ambient temperature for about 3 h and was diluted with DCM (10 mL). The mixture was washed with saturated aqueous NaHCO3 (2×15 mL), brine (15 mL), dried over anhydrous MgSO4, filtered, and concd under reduced pressure. The resultin... Starting materials: CCOC(C)=O, COC(=O)c1cccc(O)c1[N+](=O)[O-]. Product: COC(=O)c1cccc(O)c1N. Reaction SMILES: [CH3:15][CH2:16][O:17][C:18](=[O:19])[CH3:20].[OH:1][c:2]1[c:3]([N+:12]([O-:13])=[O:14])[c:4]([C:5](=[O:6])[O:7][CH3:8])[cH:9][cH:10][cH:11]1>>[OH:1][c:2]1[c:3]([NH2:12])[c:4]([C:5](=[O:6])[O:7][CH3:8])[cH:9][cH:10][cH:11]1. The reactants are C1CCOC1, CCOC(=O)CCc1c[nH]c2c(-c3noc(-c4ccc(OC(C)C)c(Cl)c4)n3)cc(F)cc12, Cl, [Na+], [OH-], O. Product: CC(C)Oc1ccc(-c2nc(-c3cc(F)cc4c(CCC(=O)O)c[nH]c34)no2)cc1Cl. As a reaction SMILES: [CH2:37]1[O:38][CH2:39][CH2:40][CH2:41]1.[Cl:3][c:4]1[cH:5][c:6](-[c:14]2[n:15][c:16](-[c:19]3[cH:20][c:21]([F:35])[cH:22][c:23]4[c:24]([CH2:28][CH2:29][C:30](=[O:31])[O:32][CH2:33][CH3:34])[cH:25][nH:26][c:27]34)[n:17][o:18]2)[cH:7][cH:8][c:9]1[O:10][CH:11]([CH3:12])[CH3:13].[ClH:36].[Na+:2].[OH-:1].[OH2:42]>>[Cl:3][c:4]1[cH:5][c:6](-[c:14]2[n:15][c:16](-[c:19]3[cH:20][c:21]([F:35])[cH:22][c:23]4[c:24]([CH2:28][CH2:29][C:30](=[O:31])[OH:32])[cH:25][nH:26][c:27]34)[n:17][o:18]2)[cH:7][cH:8][c:9]1[O:10][CH:11]([CH3:12])[CH3:13]. Reactants: COC(C1=C(C=CC(=C1)S(=O)(=O)C)OCCC(F)(F)F)=O (5-methanesulfonyl-2-(3,3,3-trifluoro-propoxy)-benzoic acid methyl ester), [OH-].[Na+] (NaOH), Cl (HCl). Solvent: C(C)O (ethanol). Reaction conditions: time 15 minute. Yields the product CS(=O)(=O)C=1C=CC(=C(C(=O)O)C1)OCCC(F)(F)F (5-Methanesulfonyl-2-(3,3,3-trifluoro-propoxy)-benzoic acid). Isolated yield 83.8%. Reaction SMILES: C[O:2][C:3](=[O:21])[C:4]1[CH:9]=[C:8]([S:10]([CH3:13])(=[O:12])=[O:11])[CH:7]=[CH:6][C:5]=1[O:14][CH2:15][CH2:16][C:17]([F:20])([F:19])[F:18].[OH-].[Na+].Cl>C(O)C>[CH3:13][S:10]([C:8]1[CH:7]=[CH:6][C:5]([O:14][CH2:15][CH2:16][C:17]([F:18])([F:20])[F:19])=[C:4]([CH:9]=1)[C:3]([OH:21])=[O:2])(=[O:12])=[O:11] |f:1.2|. Procedure: To 5-methanesulfonyl-2-(3,3,3-trifluoro-propoxy)-benzoic acid methyl ester (620 mg) in ethanol at 60° C. was added 1N NaOH solution (3.8 mL), and the reaction mixture was stirred for 15 minutes. After such time, 3.8 ml of 1N HCl was slowly added to the reaction mixture, and the ethanol was evaporated in vacuo. The precipitate was then washed with water several times to give the title compound (497 mg). MS (m/e): 311.0, M−H+, 100%).